Dataset: the Open Reaction Database (ORD), a public repository of structured organic reaction records. Task: describe an organic reaction: reactants, conditions, products, and yield As a reaction SMILES: [CH2:15]([C:16]#[CH:17])[OH:18].[CH3:1][S:2][c:3]1[n:4][cH:5][c:6]([O:10][CH2:11][CH3:12])[c:7]([Cl:9])[n:8]1.[NH2-:14].[Na:13].[OH2:19].[cH:20]1[cH:21][cH:22][cH:23][cH:24][cH:25]1>>[CH3:1][S:2][c:3]1[n:4][cH:5][c:6]([O:10][CH2:11][CH3:12])[c:7]([O:18][CH2:15][C:16]#[CH:17])[n:8]1. Reactants: C#CCO, CCOc1cnc(SC)nc1Cl, [NH2-], [Na], O, c1ccccc1. Product: C#CCOc1nc(SC)ncc1OCC.